From a dataset of the Open Reaction Database (ORD), a public repository of structured organic reaction records. describe an organic reaction: reactants, conditions, products, and yield Starting materials: CC1([C@@H](NC(O1)=O)C1=CC=CC=C1)C ((S)-5,5-dimethyl-4-phenyloxazolidin-2-one), CNCCNC (N,N′-dimethylethylenediamine), BrC1=CC(=C(C(=O)OC)C=C1)C (methyl 4-bromo-2-methylbenzoate), P(=O)([O-])([O-])[O-].[K+].[K+].[K+] (potassium phosphate). Reagents/catalysts: [Cu]I (copper (I) iodide). The solvent is O1CCOCC1 (dioxane). Reaction conditions: temperature 140 celsius. Product: CC1([C@@H](N(C(O1)=O)C1=CC(=C(C(=O)OC)C=C1)C)C1=CC=CC=C1)C ((S)-methyl 4-(5,5-dimethyl-2-oxo-4-phenyloxazolidin-3-yl)-2-methylbenzoate). The yield is 90.0%. RXN SMILES: [CH3:1][C:2]1([CH3:14])[O:6][C:5](=[O:7])[NH:4][C@H:3]1[C:8]1[CH:13]=[CH:12][CH:11]=[CH:10][CH:9]=1.Br[C:16]1[CH:25]=[CH:24][C:19]([C:20]([O:22][CH3:23])=[O:21])=[C:18]([CH3:26])[CH:17]=1.P([O-])([O-])([O-])=O.[K+].[K+].[K+].CNCCNC>[Cu]I.O1CCOCC1>[CH3:1][C:2]1([CH3:14])[O:6][C:5](=[O:7])[N:4]([C:16]2[CH:25]=[CH:24][C:19]([C:20]([O:22][CH3:23])=[O:21])=[C:18]([CH3:26])[CH:17]=2)[C@H:3]1[C:8]1[CH:9]=[CH:10][CH:11]=[CH:12][CH:13]=1 |f:2.3.4.5|. Procedure details: A microwave vial was charged with (S)-5,5-dimethyl-4-phenyloxazolidin-2-one (commercially available from Sigma-Aldrich, Milwaukee, Wis., 0.100 g, 0.523 mmol), methyl 4-bromo-2-methylbenzoate (commercially available from Sigma-Aldrich, Milwaukee, Wis., 0.132 g, 0.575 mmol), tribasic potassium phosphate (0.555 g, 2.61 mmol) and dioxane (3.50 mL). The mixture was purged with argon and then copper (I) iodide (0.100 g, 0.523 mmol) and N,N′-dimethylethylenediamine (0.113 mL, 1.046 mmol) were added. Th... The reactants are BrCCCOc1ccc(-c2csc3ccccc23)cc1, O=C([O-])[O-], CC#N, [K+], [K+], c1cnc(N2CCNCC2)nc1. The product is c1cnc(N2CCN(CCCOc3ccc(-c4csc5ccccc45)cc3)CC2)nc1. Reaction SMILES: [Br:1][CH2:2][CH2:3][CH2:4][O:5][c:6]1[cH:7][cH:8][c:9](-[c:12]2[c:13]3[c:14]([s:15][cH:16]2)[cH:17][cH:18][cH:19][cH:20]3)[cH:10][cH:11]1.[C:33](=[O:34])([O-:35])[O-:36].[CH3:39][C:40]#[N:41].[K+:37].[K+:38].[n:21]1[c:22]([N:27]2[CH2:28][CH2:29][NH:30][CH2:31][CH2:32]2)[n:23][cH:24][cH:25][cH:26]1>>[CH2:2]([CH2:3][CH2:4][O:5][c:6]1[cH:7][cH:8][c:9](-[c:12]2[c:13]3[c:14]([s:15][cH:16]2)[cH:17][cH:18][cH:19][cH:20]3)[cH:10][cH:11]1)[N:30]1[CH2:29][CH2:28][N:27]([c:22]2[n:21][cH:26][cH:25][cH:24][n:23]2)[CH2:32][CH2:31]1. The reactants are C(C)(C)(C)C1=NN(C(=C1Cl)C1=NC2=C(C(=NC(=C2)C2=C(C=CC=C2)Cl)OC)N1)C (2-(3-tert-butyl-4-chloro-1-methyl-1H-pyrazol-5-yl)-6-(2-chlorophenyl)-4-methoxy-3H-imidazo[4,5-c]pyridine), O1CCCC1 (tetrahydrofuran), C[O-].[K+] (potassium methoxide). Solvent: CO (methanol). Product: C(C)(C)(C)C1=NN(C(=C1Cl)C1=NC2=C(C(=NC(=C2)C2=C(C=CC=C2)Cl)OC)[N-]1)C.[K+] (potassium 2-(3-tert-butyl-4-chloro-1-methyl-1H-pyrazol-5-yl)-6-(2-chlorophenyl)-4-methoxyimidazo[4,5-c]pyridin-3-ide). RXN SMILES: [C:1]([C:5]1[C:9]([Cl:10])=[C:8]([C:11]2[NH:28][C:14]3[C:15]([O:26][CH3:27])=[N:16][C:17]([C:19]4[CH:24]=[CH:23][CH:22]=[CH:21][C:20]=4[Cl:25])=[CH:18][C:13]=3[N:12]=2)[N:7]([CH3:29])[N:6]=1)([CH3:4])([CH3:3])[CH3:2].O1CCCC1.C[O-].[K+:37]>CO>[C:1]([C:5]1[C:9]([Cl:10])=[C:8]([C:11]2[N-:28][C:14]3[C:15]([O:26][CH3:27])=[N:16][C:17]([C:19]4[CH:24]=[CH:23][CH:22]=[CH:21][C:20]=4[Cl:25])=[CH:18][C:13]=3[N:12]=2)[N:7]([CH3:29])[N:6]=1)([CH3:4])([CH3:2])[CH3:3].[K+:37] |f:2.3,5.6|. Reported procedure: A 50 mL, single neck round bottom flask was charged with 2-(3-tert-butyl-4-chloro-1-methyl-1H-pyrazol-5-yl)-6-(2-chlorophenyl)-4-methoxy-3H-imidazo[4,5-c]pyridine (1.99 g, 4.27 mmol, prepared as described in Example 35 above), tetrahydrofuran (4.00 mL), and methanol (4.00 mL) to yield a solution. The solution was treated with potassium methoxide (˜25% w/w in methanol, 1.20 mL, 4.28 mmol). The resulting solution was then concentrated to yield potassium 2-(3-tert-butyl-4-chloro-1-methyl-1H-pyrazol... The reactants are CCC(=Cc1ccccc1)C(=O)O, [H][H], [Na+], [OH-]. Yields the product CCC(Cc1ccccc1)C(=O)O. As a reaction SMILES: [CH2:1]([CH3:2])[C:3]([C:4](=[O:5])[OH:6])=[CH:7][c:8]1[cH:9][cH:10][cH:11][cH:12][cH:13]1.[H:14][H:15].[Na+:17].[OH-:16]>>[CH2:1]([CH3:2])[CH:3]([C:4](=[O:5])[OH:6])[CH2:7][c:8]1[cH:9][cH:10][cH:11][cH:12][cH:13]1. Product: CC(=O)N1CCc2c(c(-c3ccc(Cl)cc3)nn2CC(O)CN2CCC3(CC2)OCCO3)C1. Starting materials: CC(=O)N1CCc2c(c(-c3ccc(Cl)cc3)nn2CC2CO2)C1, ClCCl, C1CC2(CCN1)OCCO2. As a reaction SMILES: [Cl:1][c:2]1[cH:3][cH:4][c:5](-[c:8]2[n:9][n:10]([CH2:20][CH:21]3[O:22][CH2:23]3)[c:11]3[c:12]2[CH2:13][N:14]([C:17]([CH3:18])=[O:19])[CH2:15][CH2:16]3)[cH:6][cH:7]1.[Cl:34][CH2:35][Cl:36].[O:24]1[CH2:25][CH2:26][O:27][C:28]12[CH2:29][CH2:30][NH:31][CH2:32][CH2:33]2>>[Cl:1][c:2]1[cH:3][cH:4][c:5](-[c:8]2[n:9][n:10]([CH2:20][CH:21]([OH:22])[CH2:23][N:31]3[CH2:30][CH2:29][C:28]4([O:24][CH2:25][CH2:26][O:27]4)[CH2:33][CH2:32]3)[c:11]3[c:12]2[CH2:13][N:14]([C:17]([CH3:18])=[O:19])[CH2:15][CH2:16]3)[cH:6][cH:7]1. The reactants are C(=O)(C(F)(F)F)O (CF3COOH), C(C1=CC=CC=C1)ON1[C@@H]2CC[C@H](N(C1=O)C2)C2=NN=C(O2)C2CCN(CC2)C(=O)OC(C)(C)C (tert-butyl 4-(5-((2S,5R)-6-(benzyloxy)-7-oxo-1,6-diaza-bicyclo[3.2.1]octan-2-yl)-1,3,4-oxadiazol-2-yl)piperidine-1-carboxylate). The solvent is C(Cl)Cl (DCM). Run at temperature 0 celsius, time 3 hour. Product: C(C1=CC=CC=C1)ON1[C@@H]2CC[C@H](N(C1=O)C2)C=2OC(=NN2)C2CCNCC2 ((2S,5R)-6-(benzyloxy)-2-(5-(piperidin-4-yl)-1,3,4-oxadiazol-2-yl)-1,6-diaza-bicyclo[3.2.1]octan-7-one). Yield: 171.8%. As a reaction SMILES: C(O)(C(F)(F)F)=O.[CH2:8]([O:15][N:16]1[C:22](=[O:23])[N:21]2[CH2:24][C@H:17]1[CH2:18][CH2:19][C@H:20]2[C:25]1[O:29][C:28]([CH:30]2[CH2:35][CH2:34][N:33](C(OC(C)(C)C)=O)[CH2:32][CH2:31]2)=[N:27][N:26]=1)[C:9]1[CH:14]=[CH:13][CH:12]=[CH:11][CH:10]=1>C(Cl)Cl>[CH2:8]([O:15][N:16]1[C:22](=[O:23])[N:21]2[CH2:24][C@H:17]1[CH2:18][CH2:19][C@H:20]2[C:25]1[O:29][C:28]([CH:30]2[CH2:35][CH2:34][NH:33][CH2:32][CH2:31]2)=[N:27][N:26]=1)[C:9]1[CH:10]=[CH:11][CH:12]=[CH:13][CH:14]=1. Procedure details: CF3COOH (5 mL) was slowly added to a solution of tert-butyl 4-(5-((2S,5R)-6-(benzyloxy)-7-oxo-1,6-diaza-bicyclo[3.2.1]octan-2-yl)-1,3,4-oxadiazol-2-yl)piperidine-1-carboxylate (719 mg, 1.5 mmol) in DCM (20 mL) at 0° C. The mixture was stirred at 0° C. for 3 hrs then, the solvent was concentrated in vacuum to afford (2S,5R)-6-(benzyloxy)-2-(5-(piperidin-4-yl)-1,3,4-oxadiazol-2-yl)-1,6-diaza-bicyclo[3.2.1]octan-7-one (988 mg) as a brown oil, which was used directly in the next step. ESI-MS (EI+, m... Starting materials: CC(=O)[O-], CO, Cl, O=Cc1ccc2ccn(C3CCN(CCc4ccccc4F)CC3)c2c1, NO, [Na+]. The product is ON=Cc1ccc2ccn(C3CCN(CCc4ccccc4F)CC3)c2c1. Reaction SMILES: [CH3:31][C:32](=[O:33])[O-:34].[CH3:35][OH:36].[ClH:27].[F:1][c:2]1[c:3]([CH2:4][CH2:5][N:6]2[CH2:7][CH2:8][CH:9]([n:12]3[cH:13][cH:14][c:15]4[cH:16][cH:17][c:18]([CH:21]=[O:22])[cH:19][c:20]34)[CH2:10][CH2:11]2)[cH:23][cH:24][cH:25][cH:26]1.[NH2:28][OH:29].[Na+:30]>>[F:1][c:2]1[c:3]([CH2:4][CH2:5][N:6]2[CH2:7][CH2:8][CH:9]([n:12]3[cH:13][cH:14][c:15]4[cH:16][cH:17][c:18]([CH:21]=[N:28][OH:29])[cH:19][c:20]34)[CH2:10][CH2:11]2)[cH:23][cH:24][cH:25][cH:26]1. The reactants are [H-].[Na+] (sodium hydride), BrCCCC#N (4-bromobutyronitrile), [H][H] (hydrogen), C1(=CC=CC=C1)C(C(=O)OCC)C(=O)OCC (diethyl phenylmalonate). Run in CN(C=O)C (dimethylformamide). Reaction conditions: temperature 65 celsius. The product is C(#N)CCCC(C(=O)OCC)(C(=O)OCC)C1=CC=CC=C1 (Diethyl (3-Cyanopropyl)phenylmalonate). Isolated yield 79.1%. Reaction SMILES: [H-].[Na+].[C:3]1([CH:9]([C:15]([O:17][CH2:18][CH3:19])=[O:16])[C:10]([O:12][CH2:13][CH3:14])=[O:11])[CH:8]=[CH:7][CH:6]=[CH:5][CH:4]=1.[H][H].Br[CH2:23][CH2:24][CH2:25][C:26]#[N:27]>CN(C)C=O>[C:26]([CH2:25][CH2:24][CH2:23][C:9]([C:3]1[CH:4]=[CH:5][CH:6]=[CH:7][CH:8]=1)([C:10]([O:12][CH2:13][CH3:14])=[O:11])[C:15]([O:17][CH2:18][CH3:19])=[O:16])#[N:27] |f:0.1|. Procedure: A 50% mineral oil dispersion containing 16.8 g (0.7 mol) of sodium hydride was placed in a 3-liter, three-necked, round-bottom flask and washed free of oil with 500 ml of dry hexane. To this was added 1.2 liters of dry dimethylformamide (DMF) and 165.4 g (0.7 mol) of diethyl phenylmalonate (Aldrich Chemical Co., Milwaukee, WI). After hydrogen ceased to be evolved (3.5 hours), 104.2 g (0.7 mol) of 4-bromobutyronitrile (Aldrich Chemical Co.) was added, and the reaction heated at 65° C. overnight. ... Reactants: COC(=O)c1cc(NC(=O)CNC(=O)OC(C)(C)C)ccc1O, ClCCl, O=C(O)C(F)(F)F. Yields the product COC(=O)c1cc(NC(=O)CN)ccc1O. Reaction SMILES: [C:1]([O:2][C:3](=[O:4])[NH:8][CH2:9][C:10](=[O:11])[NH:12][c:13]1[cH:14][cH:15][c:16]([OH:23])[c:17]([C:18](=[O:19])[O:20][CH3:21])[cH:22]1)([CH3:5])([CH3:6])[CH3:7].[Cl:24][CH2:25][Cl:26].[F:27][C:28]([F:29])([F:30])[C:31]([OH:32])=[O:33]>>[NH2:8][CH2:9][C:10](=[O:11])[NH:12][c:13]1[cH:14][cH:15][c:16]([OH:23])[c:17]([C:18](=[O:19])[O:20][CH3:21])[cH:22]1. The reactants are [BH4-], CO, Cl, COc1ccc2c(c1)CCN=C2c1ccc(I)cc1, [Na+]. The product is COc1ccc2c(c1)CCNC2c1ccc(I)cc1. As a reaction SMILES: [BH4-:1].[CH3:23][OH:24].[ClH:3].[I:4][c:5]1[cH:6][cH:7][c:8]([C:11]2=[N:12][CH2:13][CH2:14][c:15]3[cH:16][c:17]([O:21][CH3:22])[cH:18][cH:19][c:20]32)[cH:9][cH:10]1.[Na+:2]>>[I:4][c:5]1[cH:6][cH:7][c:8]([CH:11]2[NH:12][CH2:13][CH2:14][c:15]3[cH:16][c:17]([O:21][CH3:22])[cH:18][cH:19][c:20]32)[cH:9][cH:10]1.